From a dataset of the Open Reaction Database (ORD), a public repository of structured organic reaction records. describe an organic reaction: reactants, conditions, products, and yield Isolated yield 100.0%. Reported procedure: To a solution of (S)-4-[α-(hydroxymethyl)benzylamino]-6,7dimethoxyquinazoline (325 mg, 1 mmol) in ethanol (2 ml) was added 1N hydrochloric acid (2 ml, 2 mmol) and the resulting mixture was evaporated under vacuum to dryness to give pure title compound in about 100% yield. The solvent is C(C)O (ethanol). Reactants: OC[C@H](C1=CC=CC=C1)NC1=NC=NC2=CC(=C(C=C12)OC)OC ((S)-4-[α-(hydroxymethyl)benzylamino]-6,7dimethoxyquinazoline), Cl (hydrochloric acid). Product: Cl.OC[C@H](C1=CC=CC=C1)NC1=NC=NC2=CC(=C(C=C12)OC)OC ((S)-4-[α-(hydroxymethyl)benzylamino]-6,7-dimethoxyquinazoline hydrochloride salt). Reaction SMILES: [OH:1][CH2:2][C@@H:3]([NH:10][C:11]1[C:20]2[C:15](=[CH:16][C:17]([O:23][CH3:24])=[C:18]([O:21][CH3:22])[CH:19]=2)[N:14]=[CH:13][N:12]=1)[C:4]1[CH:9]=[CH:8][CH:7]=[CH:6][CH:5]=1.[ClH:25]>C(O)C>[ClH:25].[OH:1][CH2:2][C@@H:3]([NH:10][C:11]1[C:20]2[C:15](=[CH:16][C:17]([O:23][CH3:24])=[C:18]([O:21][CH3:22])[CH:19]=2)[N:14]=[CH:13][N:12]=1)[C:4]1[CH:5]=[CH:6][CH:7]=[CH:8][CH:9]=1 |f:3.4|. The reactants are [OH-].[Na+] (NaOH), crude product, NC1=CC(=C(C(=O)NCCN(CC)CC)C=C1Cl)OCCSC (4-Amino-5-chloro-N-[2-(diethylamino)ethyl]-2-[2-(methylthio)ethoxy]benzamide), Cl (HCl), I(=O)(=O)(=O)[O-].[Na+] (sodium metaperiodate). Run in C(Cl)Cl (Methylene chloride), O (H2O). Run at time 2 hour. Product: NC1=CC(=C(C(=O)NCCN(CC)CC)C=C1Cl)OCCS(=O)C (4-Amino-5-chloro-N-[2-(diethylamino)ethyl]-2-[2-(methylsulfinyl)ethoxy]benzamide). Isolated yield 93.3%. As a reaction SMILES: [NH2:1][C:2]1[C:17]([Cl:18])=[CH:16][C:5]([C:6]([NH:8][CH2:9][CH2:10][N:11]([CH2:14][CH3:15])[CH2:12][CH3:13])=[O:7])=[C:4]([O:19][CH2:20][CH2:21][S:22][CH3:23])[CH:3]=1.Cl.I([O-])(=O)(=O)=[O:26].[Na+].[OH-].[Na+]>O.C(Cl)Cl>[NH2:1][C:2]1[C:17]([Cl:18])=[CH:16][C:5]([C:6]([NH:8][CH2:9][CH2:10][N:11]([CH2:12][CH3:13])[CH2:14][CH3:15])=[O:7])=[C:4]([O:19][CH2:20][CH2:21][S:22]([CH3:23])=[O:26])[CH:3]=1 |f:2.3,4.5|. Procedure details: To a stirred solution of 4-amino-5-chloro-N-[2-(diethylamino)ethyl]-2-[2-(methylthio)ethoxy]benzamide (1.0 g, 2.28 mmoles) (prepared in Example 20) and 1.4N HCl solution (3.97 ml, 5.56 mmoles) in 15 ml of H2O at 0°-5°, was added sodium metaperiodate (0.625 g, 2.92 mmoles). The mixture, which soon began to darken, was stirred at 0°-5° to 2 hours. The mixture was then diluted to 50 ml and made alkaline (pH=12) with NaOH solution. Methylene chloride (50 ml) was added, the mixture was shaken well, a... Reactants: CC(C)(C)C(=O)OCI, CCOC(C)=O, CN(C)C=O, [Na+], O, CC(O)C1C(=O)N2C(C(=O)[O-])=C(c3ccccc3O)CC12. Product: CC(O)C1C(=O)N2C(C(=O)OCOC(=O)C(C)(C)C)=C(c3ccccc3O)CC12. As a reaction SMILES: [C:23]([C:24]([CH3:25])([CH3:26])[CH3:27])(=[O:28])[O:29][CH2:30][I:31].[CH3:32][CH2:33][O:34][C:35](=[O:36])[CH3:37].[CH3:39][N:40]([CH3:41])[CH:42]=[O:43].[Na+:22].[OH2:38].[OH:1][CH:2]([CH3:3])[CH:4]1[CH:5]2[CH2:6][C:7]([c:15]3[c:16]([OH:21])[cH:17][cH:18][cH:19][cH:20]3)=[C:8]([C:12](=[O:13])[O-:14])[N:9]2[C:10]1=[O:11]>>[OH:1][CH:2]([CH3:3])[CH:4]1[CH:5]2[CH2:6][C:7]([c:15]3[c:16]([OH:21])[cH:17][cH:18][cH:19][cH:20]3)=[C:8]([C:12]([O:13][CH2:30][O:29][C:23]([C:24]([CH3:25])([CH3:26])[CH3:27])=[O:28])=[O:14])[N:9]2[C:10]1=[O:11]. The reactants are C, CC(C)(O)CCCCCc1cccc(C=Cc2ccc(O)c(CO)c2)c1, [Pd]. The product is CC(C)(O)CCCCCc1cccc(CCc2ccc(O)c(CO)c2)c1. As a reaction SMILES: [C:27].[OH:1][CH2:2][c:3]1[c:4]([OH:26])[cH:5][cH:6][c:7]([CH:9]=[CH:10][c:11]2[cH:12][c:13]([CH2:17][CH2:18][CH2:19][CH2:20][CH2:21][C:22]([CH3:23])([CH3:24])[OH:25])[cH:14][cH:15][cH:16]2)[cH:8]1.[Pd:28]>>[OH:1][CH2:2][c:3]1[c:4]([OH:26])[cH:5][cH:6][c:7]([CH2:9][CH2:10][c:11]2[cH:12][c:13]([CH2:17][CH2:18][CH2:19][CH2:20][CH2:21][C:22]([CH3:23])([CH3:24])[OH:25])[cH:14][cH:15][cH:16]2)[cH:8]1. Reactants: CC1=CC=C(C=N1)N (6-methyl-pyridin-3-ylamine), C(C)(C)(C)C1=CC=C(C=C1)S(=O)(=O)Cl (4-tert-butyl-benzene-sulfonyl chloride). Product: C(C)(C)(C)C1=CC=C(C=C1)S(=O)(=O)NC=1C=NC(=CC1)C (4-tert-Butyl-N-(6-methyl-pyridin-3-yl)-benzenesulfonamide). Reaction SMILES: [CH3:1][C:2]1[N:7]=[CH:6][C:5]([NH2:8])=[CH:4][CH:3]=1.[C:9]([C:13]1[CH:18]=[CH:17][C:16]([S:19](Cl)(=[O:21])=[O:20])=[CH:15][CH:14]=1)([CH3:12])([CH3:11])[CH3:10]>>[C:9]([C:13]1[CH:18]=[CH:17][C:16]([S:19]([NH:8][C:5]2[CH:6]=[N:7][C:2]([CH3:1])=[CH:3][CH:4]=2)(=[O:21])=[O:20])=[CH:15][CH:14]=1)([CH3:12])([CH3:10])[CH3:11]. Reported procedure: prepared by reaction of 6-methyl-pyridin-3-ylamine with 4-tert-butyl-benzene-sulfonyl chloride